From a dataset of the Open Reaction Database (ORD), a public repository of structured organic reaction records. describe an organic reaction: reactants, conditions, products, and yield Reactants: [Cl-], O=S(=O)(O)c1ccc(F)cc1, NCCc1ccc(C(CCCC(=O)O)c2cccnc2)cc1. Yields the product O=C(O)CCCC(c1ccc(CCNS(=O)(=O)c2ccc(F)cc2)cc1)c1cccnc1. RXN SMILES: [Cl-:23].[F:24][c:25]1[cH:26][cH:27][c:28]([S:31](=[O:32])(=[O:33])[OH:34])[cH:29][cH:30]1.[NH2:1][CH2:2][CH2:3][c:4]1[cH:5][cH:6][c:7]([CH:10]([CH2:11][CH2:12][CH2:13][C:14](=[O:15])[OH:16])[c:17]2[cH:18][n:19][cH:20][cH:21][cH:22]2)[cH:8][cH:9]1>>[NH:1]([CH2:2][CH2:3][c:4]1[cH:5][cH:6][c:7]([CH:10]([CH2:11][CH2:12][CH2:13][C:14](=[O:15])[OH:16])[c:17]2[cH:18][n:19][cH:20][cH:21][cH:22]2)[cH:8][cH:9]1)[S:31]([c:28]1[cH:27][cH:26][c:25]([F:24])[cH:30][cH:29]1)(=[O:32])=[O:33].